describe an organic reaction: reactants, conditions, products, and yield From a dataset of the Open Reaction Database (ORD), a public repository of structured organic reaction records. As a reaction SMILES: Cl[C:2]1[N:10]=[C:9]2[C:5]([N:6]=[CH:7][N:8]2[C@H:11]2[C@H:15]([OH:16])[C@H:14]([OH:17])[C@@H:13]([C:18]3[O:22][N:21]=[C:20]([CH2:23][CH3:24])[N:19]=3)[O:12]2)=[C:4]([NH:25][CH:26]([CH2:29][CH3:30])[CH2:27][CH3:28])[N:3]=1.[NH2:31][CH2:32][CH2:33][N:34]1[CH2:39][CH2:38][O:37][CH2:36][CH2:35]1>CS(C)=O>[CH:18]([OH:22])=[O:37].[CH2:23]([C:20]1[N:19]=[C:18]([C@@H:13]2[C@@H:14]([OH:17])[C@@H:15]([OH:16])[C@H:11]([N:8]3[CH:7]=[N:6][C:5]4[C:9]3=[N:10][C:2]([NH:31][CH2:32][CH2:33][N:34]3[CH2:39][CH2:38][O:37][CH2:36][CH2:35]3)=[N:3][C:4]=4[NH:25][CH:26]([CH2:29][CH3:30])[CH2:27][CH3:28])[O:12]2)[O:22][N:21]=1)[CH3:24] |f:3.4|. Reported procedure: Intermediate 9 (0.070 g, 0.161 mmol) and 4-(2-aminoethyl)morpholine (0.106 ml, 0.807 mmol) were dissolved in DMSO (0.03 ml) and heated at 80° C. in a sealed vial (eg Reacti vial™), for 26 h, a further portion of 4-(2-aminoethyl)morpholine (0.053 ml, 0.403 mmol) was added after the first 6 h. The product was purified by Autoprep. HPLC to give the title compound after freeze drying as a beige solid (0.049 g). LC/MS system B Rt=2.27 min, m/z=532 MH+. Starting materials: ClC1=NC(=C2N=CN(C2=N1)[C@@H]1O[C@@H]([C@H]([C@H]1O)O)C1=NC(=NO1)CC)NC(CC)CC ((2R,3R,4S,5S)-2-[2-Chloro-6-(1-ethyl-propylamino)-purin-9-yl]-5-(3-ethyl-[1,2,4]oxadiazol-5-yl)-tetrahydro-furan-3,4-diol), NCCN1CCOCC1 (4-(2-aminoethyl)morpholine), NCCN1CCOCC1 (4-(2-aminoethyl)morpholine). Solvent: CS(=O)C (DMSO). Reaction conditions: temperature 80 celsius. Product: C(=O)O.C(C)C1=NOC(=N1)[C@H]1O[C@H]([C@@H]([C@@H]1O)O)N1C2=NC(=NC(=C2N=C1)NC(CC)CC)NCCN1CCOCC1 ((2S,3S,4R,5R)-2-(3-Ethyl-[1,2,4]oxadiazol-5-yl)-5-[6-(1-ethyl-propylamino)-2-(2-morpholin-4-yl-ethylamino)-purin-9-yl]-tetrahydro-furan-3,4-diol formate). The yield is 44.5%. RXN SMILES: [NH2:1][C:2]1[N:7]=[C:6]([C:8]2[CH:15]=[CH:14][C:11]([C:12]#[N:13])=[C:10](F)[CH:9]=2)[CH:5]=[C:4]([N:17]2[CH2:20][CH2:19][CH2:18]2)[N:3]=1.O.[NH2:22][NH2:23]>CO>[NH2:1][C:2]1[N:7]=[C:6]([C:8]2[CH:9]=[C:10]3[C:11]([C:12]([NH2:13])=[N:22][NH:23]3)=[CH:14][CH:15]=2)[CH:5]=[C:4]([N:17]2[CH2:20][CH2:19][CH2:18]2)[N:3]=1 |f:1.2|. Starting materials: NC1=NC(=CC(=N1)C1=CC(=C(C#N)C=C1)F)N1CCC1 (4-[2-amino-6-(1-azetidinyl)-4-pyrimidinyl]-2-fluorobenzonitrile), O.NN (hydrazine monohydrate). Reaction conditions: temperature 95 celsius, time 8 hour. The product is NC1=NC(=CC(=N1)C1=CC=C2C(=NNC2=C1)N)N1CCC1 (6-[2-Amino-6-(1-azetidinyl)-4-pyrimidinyl]-1H-indazol-3-amine). Procedure details: In a 25 mL sealable tube were combined 4-[2-amino-6-(1-azetidinyl)-4-pyrimidinyl]-2-fluorobenzonitrile (0.21 g, 0.79 mmol), hydrazine monohydrate (0.77 mL, 15.8 mmol) and CH3OH (10 mL). The vial was sealed, and the reaction mixture was stirred overnight at 95° C. The reaction was concentrated, and the resulting yellow solid was diluted with EtOH (2 mL) and water (5 mL). The mixture was sonicated, and the solid was filtered, washed with water, and dried under vacuum to afford the title compound (... The solvent is CO (CH3OH). Starting materials: CN (methylamine), O=C1NC2=CC=CC(=C2C1)C=1C=C(C(=O)O)C=CC1 (3-(2-oxo-2,3-dihydro-1H-indol-4-yl)benzoic acid), C=1C=CC2=C(C1)N=NN2O (HOBt), C(CCl)Cl (EDC). The solvent is CN(C)C=O (DMF). Conditions: time 30 minute. Product: CNC(C1=CC(=CC=C1)C1=C2CC(NC2=CC=C1)=O)=O (N-methyl-3-(2-oxo-2,3-dihydro-1H-indol-4-yl)-benzamide). Yield: 85.6%. Reaction SMILES: [O:1]=[C:2]1[CH2:10][C:9]2[C:4](=[CH:5][CH:6]=[CH:7][C:8]=2[C:11]2[CH:12]=[C:13]([CH:17]=[CH:18][CH:19]=2)[C:14](O)=[O:15])[NH:3]1.C1C=CC2N(O)N=[N:26][C:24]=2C=1.C(Cl)CCl.CN>CN(C=O)C>[CH3:24][NH:26][C:14](=[O:15])[C:13]1[CH:17]=[CH:18][CH:19]=[C:11]([C:8]2[CH:7]=[CH:6][CH:5]=[C:4]3[C:9]=2[CH2:10][C:2](=[O:1])[NH:3]3)[CH:12]=1. Procedure: A mixture of 3-(2-oxo-2,3-dihydro-1H-indol-4-yl)benzoic acid (1.27 g, 5.0 mmol), HOBt (0.68 g, 5.0 mmol) and EDC (1.44 g, 7.5 mmol) in DMF (10 mL) was stirred at room temperature for 30 minutes. To the mixture was added methylamine (2M in THF, 3.75 mL, 7.5 mmol), it was then stirred at room temperature for overnight. Most of the solvent was removed under reduced pressure and the residue was diluted with sat. NaHCO3 (20 mL). The precipitate was collected by filtration, washed with water and dried... Starting materials: COC1=NC=CC2=C1C(=CN2C(COC)CC)C2=CC=C(C=C2)CC#N ((4-(4-methoxy-1-(1-methoxybutan-2-yl)-1H-pyrrolo[3,2-c]pyridin-3-yl)phenyl)acetonitrile), [I-].[Na+] (sodium iodide), Cl[Si](C)(C)C (chloro(trimethyl)silane), C(O)([O-])=O.[Na+] (sodium hydrogencarbonate). The solvent is C(C)#N (acetonitrile). Conditions: temperature 50 celsius, time 8 hour. Yields the product COCC(CC)N1C=C(C=2C(NC=CC21)=O)C2=CC=C(C=C2)CC#N ((4-(1-(1-methoxybutan-2-yl)-4-oxo-4,5-dihydro-1H-pyrrolo[3,2-c]pyridin-3-yl)phenyl)acetonitrile). Yield: 67.1%. As a reaction SMILES: C[O:2][C:3]1[C:8]2[C:9]([C:18]3[CH:23]=[CH:22][C:21]([CH2:24][C:25]#[N:26])=[CH:20][CH:19]=3)=[CH:10][N:11]([CH:12]([CH2:16][CH3:17])[CH2:13][O:14][CH3:15])[C:7]=2[CH:6]=[CH:5][N:4]=1.[I-].[Na+].Cl[Si](C)(C)C.C(=O)([O-])O.[Na+]>C(#N)C>[CH3:15][O:14][CH2:13][CH:12]([N:11]1[C:7]2[CH:6]=[CH:5][NH:4][C:3](=[O:2])[C:8]=2[C:9]([C:18]2[CH:19]=[CH:20][C:21]([CH2:24][C:25]#[N:26])=[CH:22][CH:23]=2)=[CH:10]1)[CH2:16][CH3:17] |f:1.2,4.5|. Procedure: To a solution of (4-(4-methoxy-1-(1-methoxybutan-2-yl)-1H-pyrrolo[3,2-c]pyridin-3-yl)phenyl)acetonitrile (18.0 mg) in acetonitrile (2 mL) were added sodium iodide (19.3 mg) and chloro(trimethyl)silane (0.065 mL), and the mixture was stirred overnight at 50° C. To the reaction mixture was added saturated aqueous sodium hydrogencarbonate solution, and the mixture was extracted with ethyl acetate. The organic layer was washed with saturated brine, dried over anhydrous sodium sulfate, and concentrat...